The task is: describe an organic reaction: reactants, conditions, products, and yield. This data is from the Open Reaction Database (ORD), a public repository of structured organic reaction records. Reactants: CC(CCOc1ccccc1)c1cccc(OCc2ccccc2)c1, CCO, CCOC(C)=O, Cl, [H][H]. The product is CC(CCOc1ccccc1)c1cccc(O)c1. As a reaction SMILES: [CH2:1]([c:2]1[cH:3][cH:4][cH:5][cH:6][cH:7]1)[O:8][c:9]1[cH:10][c:11]([CH:15]([CH2:16][CH2:17][O:18][c:19]2[cH:20][cH:21][cH:22][cH:23][cH:24]2)[CH3:25])[cH:12][cH:13][cH:14]1.[CH3:26][CH2:27][OH:28].[CH3:32][CH2:33][O:34][C:35](=[O:36])[CH3:37].[ClH:29].[H:30][H:31]>>[OH:8][c:9]1[cH:10][c:11]([CH:15]([CH2:16][CH2:17][O:18][c:19]2[cH:20][cH:21][cH:22][cH:23][cH:24]2)[CH3:25])[cH:12][cH:13][cH:14]1. The reactants are [NH4+].[OH-] (NH4OH), BrC1=CC(=C(C=C1)[N+](=O)[O-])OC(C)C (4-bromo-1-nitro-2-(propan-2-yloxy)benzene), N1N=NC=C1 (triazole), C([O-])([O-])=O.[K+].[K+] (potassium carbonate), OC=1C=CC=C2C=CC=NC12 (8-hydroxyquinoline). Procedure details: A mixture of 1 g of 4-bromo-1-nitro-2-(propan-2-yloxy)benzene, 319 mg of triazole, 110 mg of copper (I) iodide, 585 mg of potassium carbonate and 84 mg of 8-hydroxyquinoline in 8 ml of DMSO is stirred overnight at ambient temperature and then heated at 120° C. for 3 hours. The reaction medium is poured into 10 ml of an aqueous 25% NH4OH solution, 40 ml of water and 10 ml of ethyl acetate. The mixture is stirred for 30 minutes at ambient temperature and then the two phases are separated. The aque... Run in C(C)(=O)OCC (ethyl acetate), O (water), CS(=O)C (DMSO). Reagents/catalysts: [Cu]I (copper (I) iodide). Product: [N+](=O)([O-])C1=C(C=C(C=C1)N1N=CN=C1)OC(C)C (1-[4-nitro-3-(propan-2-yloxy)phenyl]-1H-1,2,4-triazole). As a reaction SMILES: Br[C:2]1[CH:7]=[CH:6][C:5]([N+:8]([O-:10])=[O:9])=[C:4]([O:11][CH:12]([CH3:14])[CH3:13])[CH:3]=1.N1C=[CH:18][N:17]=[N:16]1.C(=O)([O-])[O-].[K+].[K+].OC1C=CC=C2C=1[N:35]=[CH:34]C=C2.[NH4+].[OH-]>CS(C)=O.[Cu]I.C(OCC)(=O)C.O>[N+:8]([C:5]1[CH:6]=[CH:7][C:2]([N:17]2[CH:18]=[N:35][CH:34]=[N:16]2)=[CH:3][C:4]=1[O:11][CH:12]([CH3:14])[CH3:13])([O-:10])=[O:9] |f:2.3.4,6.7|. Run at time 8 hour. Isolated yield 483.8%.